Dataset: the Open Reaction Database (ORD), a public repository of structured organic reaction records. Task: describe an organic reaction: reactants, conditions, products, and yield Starting materials: FC1=C(C=CC(=C1)F)C=1N=C2N(CCCC2)C1 (2-(2,4-difluorophenyl)-5,6,7,8-tetrahydroimidazo[1,2-a]pyridine), C1CC(=O)N(C1=O)I (NIS). Solvent: CN(C)C=O (DMF). Conditions: time 8 hour. The product is FC1=C(C=CC(=C1)F)C=1N=C2N(CCCC2)C1I (2-(2,4-Difluorophenyl)-3-iodo-5,6,7,8-tetrahydroimidazo[1,2-a]pyridine). The yield is 68.7%. As a reaction SMILES: [F:1][C:2]1[CH:7]=[C:6]([F:8])[CH:5]=[CH:4][C:3]=1[C:9]1[N:10]=[C:11]2[CH2:16][CH2:15][CH2:14][CH2:13][N:12]2[CH:17]=1.C1C(=O)N([I:25])C(=O)C1>CN(C=O)C>[F:1][C:2]1[CH:7]=[C:6]([F:8])[CH:5]=[CH:4][C:3]=1[C:9]1[N:10]=[C:11]2[CH2:16][CH2:15][CH2:14][CH2:13][N:12]2[C:17]=1[I:25]. Procedure: A solution of 2-(2,4-difluorophenyl)-5,6,7,8-tetrahydroimidazo[1,2-a]pyridine (3.25 g, 13.9 mmol, prepared using General Procedure R from Example #8, Step A with 2-iminopiperidine hydrochloride), NIS (3.12 g, 13.9 mmol), and DMF (35 mL) was stirred at ambient temperature. After stirring overnight, the reaction mixture was partitioned between Et2O (400 mL) and water (200 mL). The organic phase was separated and dried over Na2SO4, filtered, and concentrated in vacuo. The crude material was purifie... Reactants: C(C)(C)OC(C)C (diisopropyl ether), BrC(C(=O)OCC)(F)F.C1CCOC1 (ethyl bromodifluoroacetate THF), BrC(C(=O)OCC)(F)F (ethyl bromodifluoroacetate), C(CC)=O.C1CCOC1 (propionaldehyde THF), C(CC)=O (propionaldehyde). The reagents and catalysts are [Zn] (zinc). Run in C1CCOC1 (THF), O (water). Run at time 20 minute. Yields the product C(C)OC(C(C(CC)O)(F)F)=O (2,2-difluoro-3-hydroxypentanoic acid ethyl ester). Isolated yield 89.0%. RXN SMILES: Br[C:2]([F:9])([F:8])[C:3]([O:5][CH2:6][CH3:7])=[O:4].[CH2:10]1C[O:13][CH2:12][CH2:11]1.BrC(F)(F)C(OCC)=O.C(=O)CC.C1COCC1.C(=O)CC.C(OC(C)C)(C)C>[Zn].O.C1COCC1>[CH2:6]([O:5][C:3](=[O:4])[C:2]([F:9])([F:8])[CH:12]([OH:13])[CH2:11][CH3:10])[CH3:7] |f:0.1,3.4|. Reported procedure: A 500 mL reactor was charged with 24.2 g (370 mmol/1.5 equivalents) of an activated metal zinc and 300 mL of THF (dehydrated), and thereto an ethyl bromodifluoroacetate/THF solution [51.47 g (253.6 mmol/1.0 equivalent) of ethyl bromodifluoroacetate and 80 mL of THF (dehydrated)] was added dropwise. After the dropping, stirring was conducted at room temperature for 20 minutes. Then, a propionaldehyde/THF solution [14.80 g (254.8 mmol/1.0 equivalent) of propionaldehyde and 80 mL of THF (dehydrated... The reactants are BrCCN1C(C2(N(C(C=3NC4=CC=C(C=C4C3C2)OC(F)F)C2=CC(=CC=C2)O)C1=O)C)=O ((3aSR,10RS)-2-(2-Bromoethyl)-6-(1,1-difluoro-methoxy)-10-(3-hydroxy-phenyl)-3a-methyl-3a,4,9,10-tetrahydro-2,9,10a-triaza-cyclopenta[b]fluorene-1,3-dione), solution, CN (methyl amine). Run in O1CCCC1 (tetrahydrofurane). Yields the product FC(OC=1C=C2C=3CC4(N(C(C3NC2=CC1)C1=CC(=CC=C1)O)C(N(C4=O)CCNC)=O)C)F ((3aSR,10RS)-6-(1,1-Difluoro-methoxy)-10-(3-hydroxy-phenyl)-3a-methyl-2-(2-methylaminoethyl)-3a,4,9,10-tetrahydro-2,9,10a-triaza-cyclopenta[b]fluorene-1,3-dione). As a reaction SMILES: Br[CH2:2][CH2:3][N:4]1[C:30](=[O:31])[N:7]2[CH:8]([C:23]3[CH:28]=[CH:27][CH:26]=[C:25]([OH:29])[CH:24]=3)[C:9]3[NH:10][C:11]4[C:16]([C:17]=3[CH2:18][C:6]2([CH3:32])[C:5]1=[O:33])=[CH:15][C:14]([O:19][CH:20]([F:22])[F:21])=[CH:13][CH:12]=4.[CH3:34][NH2:35]>O1CCCC1>[F:21][CH:20]([F:22])[O:19][C:14]1[CH:15]=[C:16]2[C:11](=[CH:12][CH:13]=1)[NH:10][C:9]1[CH:8]([C:23]3[CH:28]=[CH:27][CH:26]=[C:25]([OH:29])[CH:24]=3)[N:7]3[C:30](=[O:31])[N:4]([CH2:3][CH2:2][NH:35][CH3:34])[C:5](=[O:33])[C:6]3([CH3:32])[CH2:18][C:17]2=1. Reported procedure: The title compound is prepared similarly as described for example 30 using (3aSR,10RS)-2-(2-Bromoethyl)-6-(1,1-difluoro-methoxy)-10-(3-hydroxy-phenyl)-3a-methyl-3a,4,9,10-tetrahydro-2,9,10a-triaza-cyclopenta[b]fluorene-1,3-dione (example 36) and a 2 M solution of methyl amine in tetrahydrofurane as starting materials. MS: m/z (MH+)=471.2